From a dataset of the Open Reaction Database (ORD), a public repository of structured organic reaction records. describe an organic reaction: reactants, conditions, products, and yield The reactants are N1CCCC2=CC=CC=C12 (1,2,3,4-tetrahydroquinoline), C([O-])([O-])=O.[K+].[K+] (potassium carbonate), [N+](=O)([O-])C1=CC=C(C(=O)Cl)C=C1 (p-nitrobenzoyl chloride). The solvent is CC(=O)C (acetone), O (water), O (water). Run at time 8 hour. The product is [N+](=O)([O-])C1=CC=C(C(=O)N2CCCC3=CC=CC=C23)C=C1 (1-(4-nitrobenzoyl)-1,2,3,4-tetrahydroquinoline). The yield is 67.1%. As a reaction SMILES: [NH:1]1[C:10]2[C:5](=[CH:6][CH:7]=[CH:8][CH:9]=2)[CH2:4][CH2:3][CH2:2]1.C(=O)([O-])[O-].[K+].[K+].[N+:17]([C:20]1[CH:28]=[CH:27][C:23]([C:24](Cl)=[O:25])=[CH:22][CH:21]=1)([O-:19])=[O:18]>CC(C)=O.O>[N+:17]([C:20]1[CH:21]=[CH:22][C:23]([C:24]([N:1]2[C:10]3[C:5](=[CH:6][CH:7]=[CH:8][CH:9]=3)[CH2:4][CH2:3][CH2:2]2)=[O:25])=[CH:27][CH:28]=1)([O-:19])=[O:18] |f:1.2.3|. Procedure: To a solution of 1,2,3,4-tetrahydroquinoline (28.7 g) in acetone (400 ml) and water (200 ml) is added potassium carbonate (38.8 g), and thereto is added p-nitrobenzoyl chloride (40 g) under ice-cooling and the mixture is stirred at room temperature overnight. To the reaction mixture is added a suitable amount of water. The precipitated crystal is collected by filtration and dried to give 1-(4-nitrobenzoyl)-1,2,3,4-tetrahydroquinoline (40.8 g) as white powder, m.p. 86°-88° C. Starting materials: O=C1NS(=O)(=O)c2cccc(Cl)c21, Cc1cccc2c1C(=O)N(CO)S2(=O)=O. The product is O=C1c2c(Cl)cccc2S(=O)(=O)N1CO. Reaction SMILES: [Cl:16][c:17]1[cH:18][cH:19][cH:20][c:21]2[c:22]1[C:23](=[O:24])[NH:25][S:26]2(=[O:27])=[O:28].[OH:1][CH2:2][N:3]1[S:4](=[O:5])(=[O:6])[c:7]2[cH:8][cH:9][cH:10][c:11]([CH3:15])[c:12]2[C:13]1=[O:14]>>[OH:1][CH2:2][N:3]1[S:4](=[O:5])(=[O:6])[c:7]2[cH:8][cH:9][cH:10][c:11]([Cl:16])[c:12]2[C:13]1=[O:14]. Reactants: C(C1=CC=CC=C1)(=O)OCCCO (3-hydroxypropyl benzoate), OC=1C=C(C(=O)C2=CC=CC=C2)C=CC1 (3-hydroxybenzophenone), C(C)(C)(C)OC(NC(C1=CC=CC=C1)C1=CC(=CC=C1)O)=O (tert-butyl((3-hydroxyphenyl)(phenyl)methyl)carbamate), O1C(OCC1)CC1=CC=C(C=C1)CO ((4-((1,3-dioxolan-2-yl)methyl)phenyl)methanol). Yields the product C(C1=CC=CC=C1)(=O)OCCCOC1=CC(=CC=C1)C(C1=CC=CC=C1)NC(=O)OC(C)(C)C (3-(3-(((tert-Butoxycarbonyl)amino)(phenyl)methyl)phenoxy)propyl benzoate). Reaction SMILES: [C:1]([O:9][CH2:10][CH2:11][CH2:12][OH:13])(=[O:8])[C:2]1[CH:7]=[CH:6][CH:5]=[CH:4][CH:3]=1.[C:14]([O:18][C:19](=[O:35])[NH:20][CH:21]([C:28]1[CH:33]=[CH:32][CH:31]=[C:30](O)[CH:29]=1)[C:22]1[CH:27]=[CH:26][CH:25]=[CH:24][CH:23]=1)([CH3:17])([CH3:16])[CH3:15].O1CCOC1CC1C=CC(CO)=CC=1.OC1C=C(C=CC=1)C(C1C=CC=CC=1)=O>>[C:1]([O:9][CH2:10][CH2:11][CH2:12][O:13][C:26]1[CH:25]=[CH:24][CH:23]=[C:22]([CH:21]([NH:20][C:19]([O:18][C:14]([CH3:17])([CH3:16])[CH3:15])=[O:35])[C:28]2[CH:29]=[CH:30][CH:31]=[CH:32][CH:33]=2)[CH:27]=1)(=[O:8])[C:2]1[CH:7]=[CH:6][CH:5]=[CH:4][CH:3]=1. Procedure: The title compound was prepared as described in Example 22 Step 3 with 3-hydroxypropyl benzoate (prepared as outlined in Organic & Biomolecular Chemistry, 8(24), 5505-5510; 2010, which is incorporated herein by reference in its entirety) and tert-butyl((3-hydroxyphenyl)(phenyl)methyl)carbamate (derived from the second eluting isomer Chiral Example 1 Step 4) replacing (4-((1,3-dioxolan-2-yl)methyl)phenyl)methanol and 3-hydroxybenzophenone respectively. Starting materials: COC(=O)N1CC[C@@H]2[C@](CCC[C@H]12)(C#CC=1C=C(C=CC1)C)O ((3aS,4R,7aS)-4-hydroxy-4-m-tolylethynyl-octahydro-indole-1-carboxylic acid methyl ester), C(CCCCCCCCCCC)(=O)O (dodecanoic acid). The product is COC(=O)N1CC[C@H]2[C@@](CCC[C@@H]12)(C#CC=1C=C(C=CC1)C)OC(CCCCCCCCCCC)=O ((3aR,4S,7aR)-4-dodecanoyloxy-4-m-tolylethynyl-octahydro-indole-1-carboxylic acid methyl ester). As a reaction SMILES: [CH3:1][O:2][C:3]([N:5]1[C@@H:13]2[C@@H:8]([C@@:9]([OH:23])([C:14]#[C:15][C:16]3[CH:17]=[C:18]([CH3:22])[CH:19]=[CH:20][CH:21]=3)[CH2:10][CH2:11][CH2:12]2)[CH2:7][CH2:6]1)=[O:4].[C:24](O)(=[O:36])[CH2:25][CH2:26][CH2:27][CH2:28][CH2:29][CH2:30][CH2:31][CH2:32][CH2:33][CH2:34][CH3:35]>>[CH3:1][O:2][C:3]([N:5]1[C@H:13]2[C@H:8]([C@:9]([O:23][C:24](=[O:36])[CH2:25][CH2:26][CH2:27][CH2:28][CH2:29][CH2:30][CH2:31][CH2:32][CH2:33][CH2:34][CH3:35])([C:14]#[C:15][C:16]3[CH:17]=[C:18]([CH3:22])[CH:19]=[CH:20][CH:21]=3)[CH2:10][CH2:11][CH2:12]2)[CH2:7][CH2:6]1)=[O:4]. Procedure: Synthesis in analogy to the General Method 1 starting from (3aS,4R,7aS)-4-hydroxy-4-m-tolylethynyl-octahydro-indole-1-carboxylic acid methyl ester and dodecanoic acid to yield (3aR,4S,7aR)-4-dodecanoyloxy-4-m-tolylethynyl-octahydro-indole-1-carboxylic acid methyl ester. MS [M+H] 296 (ester elimination ion); RT=1.80 min; UPLC Method I